Dataset: the Open Reaction Database (ORD), a public repository of structured organic reaction records. Task: describe an organic reaction: reactants, conditions, products, and yield The reactants are CC1(CC(NC2=CC(=C(C=C12)N)N)=O)C (4,4-dimethyl-6,7-diamino-1,2,3,4-tetrahydroquinolin-2-one), Cl (hydrochloric acid), C(=O)(Cl)Cl (phosgene). Product: CC1(CC(NC=2C=C3C(=CC12)NC(=N3)O)=O)C (8,8-Dimethyl-2-hydroxy-5,6,7,8-tetrahydro-lH-imidazo[4,5-g]quinolin-6-one). Reaction SMILES: [CH3:1][C:2]1([CH3:15])[C:11]2[C:6](=[CH:7][C:8]([NH2:13])=[C:9]([NH2:12])[CH:10]=2)[NH:5][C:4](=[O:14])[CH2:3]1.Cl.[C:17](Cl)(Cl)=[O:18]>>[CH3:1][C:2]1([CH3:15])[C:11]2[CH:10]=[C:9]3[NH:12][C:17]([OH:18])=[N:13][C:8]3=[CH:7][C:6]=2[NH:5][C:4](=[O:14])[CH2:3]1. Reported procedure: 2 g. (9.7 mmole) 4,4-dimethyl-6,7-diamino-1,2,3,4-tetrahydroquinolin-2-one (see Example 13 a)) were dissolved in 50 ml. 2N hydrochloric acid and phosgene passed in for 1 hour. The evaporation residue was recrystallised from methanol to give 1.6 g. (72% of theory) of the title compound; m.p. >300° C. Procedure details: A mixture of 6-bromo-1-chlorophthalazine (Example 1, 0.245 g, 1 mmol), (s,s) tert-butyl 2,5-diaza-bicyclo[2.2.1]heptane-2-carboxylate (0.22 g, 1.1 mmol) and potassium carbonate (0.14 g, 1 mmol) in 5 mL acetonitrile was added to a glass microwave reaction vessel. The reaction mixture was stirred and heated in a Smith Synthesizer® microwave reactor (Personal Chemistry, Inc., Upssala, Sweden) at 180° C. for 20 min. After about 20 min., all starting material was converted to product (M+1=405, 407). ... The product is BrC=1C=C2C=NN=C(C2=CC1)N1C2CN(C(C1)C2)C(=O)OC(C)(C)C (tert-butyl 5-(6-bromophthalazin-1-yl)-2,5-diaza-bicyclo[2.2.1]heptane-2-carboxylate). Yield: 44.4%. Reactants: BrC=1C=C2C=NN=C(C2=CC1)Cl (6-bromo-1-chlorophthalazine), [C@@H]12N(C[C@@H](NC1)C2)C(=O)OC(C)(C)C ((s,s) tert-butyl 2,5-diaza-bicyclo[2.2.1]heptane-2-carboxylate), C([O-])([O-])=O.[K+].[K+] (potassium carbonate). Conditions: temperature 180 celsius, time 20 minute. Solvent: C(C)#N (acetonitrile). As a reaction SMILES: [Br:1][C:2]1[CH:3]=[C:4]2[C:9](=[CH:10][CH:11]=1)[C:8](Cl)=[N:7][N:6]=[CH:5]2.[C@H:13]12[CH2:19][C@H:16]([NH:17][CH2:18]1)[CH2:15][N:14]2[C:20]([O:22][C:23]([CH3:26])([CH3:25])[CH3:24])=[O:21].C(=O)([O-])[O-].[K+].[K+]>C(#N)C>[Br:1][C:2]1[CH:3]=[C:4]2[C:9](=[CH:10][CH:11]=1)[C:8]([N:17]1[CH2:18][CH:13]3[CH2:19][CH:16]1[CH2:15][N:14]3[C:20]([O:22][C:23]([CH3:26])([CH3:25])[CH3:24])=[O:21])=[N:7][N:6]=[CH:5]2 |f:2.3.4|.